From a dataset of the Open Reaction Database (ORD), a public repository of structured organic reaction records. describe an organic reaction: reactants, conditions, products, and yield The reactants are [BH4-], CCO, CCOC(C)=O, O=C1CCc2cc(F)ccc2C1, [Na+]. The product is OC1CCc2cc(F)ccc2C1. RXN SMILES: [BH4-:1].[CH3:15][CH2:16][OH:17].[CH3:18][CH2:19][O:20][C:21](=[O:22])[CH3:23].[F:3][c:4]1[cH:5][c:6]2[c:11]([cH:12][cH:13]1)[CH2:10][C:9](=[O:14])[CH2:8][CH2:7]2.[Na+:2]>>[F:3][c:4]1[cH:5][c:6]2[c:11]([cH:12][cH:13]1)[CH2:10][CH:9]([OH:14])[CH2:8][CH2:7]2. Starting materials: NC(CN\C(=C/C(=O)OCC)\C1=C(C=CC(=C1)Cl)OC)=O ((Z)-ethyl 3-((2-amino-2-oxoethyl)amino)-3-(5-chloro-2-methoxyphenyl)acrylate), C(C)(=O)OCCCC (butyl acetate), C[Si](C)(C)N=C=S (trimethylsilyl isothiocyanate), [OH-].[Na+] (sodium hydroxide), [OH-].[Na+] (sodium hydroxide). Solvent: CO.O (methanol water). Conditions: temperature 30 celsius, time 15 hour. The product is ClC=1C=CC(=C(C1)C1=CC(NC(N1CC(=O)N)=S)=O)OC (2-(6-(5-Chloro-2-methoxyphenyl)-4-oxo-2-thioxo-3,4-dihydropyrimidin-1(2H)-yl)acetamide). The yield is 53.2%. RXN SMILES: [NH2:1][C:2](=[O:21])[CH2:3][NH:4]/[C:5](/[C:12]1[CH:17]=[C:16]([Cl:18])[CH:15]=[CH:14][C:13]=1[O:19][CH3:20])=[CH:6]\[C:7]([O:9]CC)=O.C(OCCCC)(=O)C.C[Si]([N:34]=[C:35]=[S:36])(C)C.[OH-].[Na+]>CO.O>[Cl:18][C:16]1[CH:15]=[CH:14][C:13]([O:19][CH3:20])=[C:12]([C:5]2[N:4]([CH2:3][C:2]([NH2:1])=[O:21])[C:35](=[S:36])[NH:34][C:7](=[O:9])[CH:6]=2)[CH:17]=1 |f:3.4,5.6|. Procedure details: A reaction vessel equipped with an efficient stirrer was charged with (Z)-ethyl 3-((2-amino-2-oxoethyl)amino)-3-(5-chloro-2-methoxyphenyl)acrylate (15 g, 50.2 mmol), butyl acetate (150 mL) and trimethylsilyl isothiocyanate (160.7 mmole, 21.1 g, 22.7 mL) and the mixture was heated to reflux. After 15 hours, the mixture was cooled to 30° C. and treated with 1N aqueous sodium hydroxide (112.5 mL, 112.5 mmoles). After 30 min, the organic layer was separated and extracted with another portion of 1N s...